From a dataset of the Open Reaction Database (ORD), a public repository of structured organic reaction records. describe an organic reaction: reactants, conditions, products, and yield The reactants are C1(CCCCC1)C(C(=O)O)C1CCCCC1 (Dicyclohexylacetic acid), N[C@@H]1CN(CC1)CCC1=CC=CC=C1 ((S)-3-amino-1-(2-phenylethyl)pyrrolidine). The product is C1(=CC=CC=C1)CCN1C[C@H](CC1)NC(C(C1CCCCC1)C1CCCCC1)=O ((S)-N-(1-(2-phenylethyl)pyrrolidin-3-yl)dicyclohexylacetamide). RXN SMILES: [CH:1]1([CH:7]([CH:11]2[CH2:16][CH2:15][CH2:14][CH2:13][CH2:12]2)[C:8]([OH:10])=O)[CH2:6][CH2:5][CH2:4][CH2:3][CH2:2]1.[NH2:17][C@H:18]1[CH2:22][CH2:21][N:20]([CH2:23][CH2:24][C:25]2[CH:30]=[CH:29][CH:28]=[CH:27][CH:26]=2)[CH2:19]1>>[C:25]1([CH2:24][CH2:23][N:20]2[CH2:21][CH2:22][C@H:18]([NH:17][C:8](=[O:10])[CH:7]([CH:1]3[CH2:2][CH2:3][CH2:4][CH2:5][CH2:6]3)[CH:11]3[CH2:16][CH2:15][CH2:14][CH2:13][CH2:12]3)[CH2:19]2)[CH:26]=[CH:27][CH:28]=[CH:29][CH:30]=1. Reported procedure: Dicyclohexylacetic acid and (S)-3-amino-1-(2-phenylethyl)pyrrolidine were reacted under the same conditions as in Example 23 to give (S)-N-(1-(2-phenylethyl)pyrrolidin-3-yl)dicyclohexylacetamide.